From a dataset of the Open Reaction Database (ORD), a public repository of structured organic reaction records. describe an organic reaction: reactants, conditions, products, and yield The reactants are [OH-].[Li+] (lithium hydroxide), COC(C1=CC(=NC(=C1)CC(C)(F)F)N[C@@H](C)CC)=O ((S)-2-sec-butylamino-6-(2,2-difluoropropyl)-isonicotinic acid methyl ester), Cl (HCl). The solvent is C1CCOC1 (THF). The product is [C@H](C)(CC)NC=1C=C(C(=O)O)C=C(N1)CC(C)(F)F ((S)-2-sec-Butylamino-6-(2,2-difluoropropyl)-isonicotinic acid). As a reaction SMILES: C[O:2][C:3](=[O:20])[C:4]1[CH:9]=[C:8]([CH2:10][C:11]([F:14])([F:13])[CH3:12])[N:7]=[C:6]([NH:15][C@H:16]([CH2:18][CH3:19])[CH3:17])[CH:5]=1.[OH-].[Li+].Cl>C1COCC1>[C@@H:16]([NH:15][C:6]1[CH:5]=[C:4]([CH:9]=[C:8]([CH2:10][C:11]([F:14])([F:13])[CH3:12])[N:7]=1)[C:3]([OH:20])=[O:2])([CH2:18][CH3:19])[CH3:17] |f:1.2|. Reported procedure: Dissolve (S)-2-sec-butylamino-6-(2,2-difluoropropyl)-isonicotinic acid methyl ester (100 mg, 0.34 mmol) in THF (3 mL). Slowly add 1 N lithium hydroxide (0.52 mL) and stir overnight at room temperature. Acidify the mixture to about pH=6 by 5 N HCl and concentrate to near dryness. Dilute with ethyl acetate (20 mL) and wash the organic layer with saturated aqueous sodium chloride, dry (magnesium sulfate) and concentrate to give the title compound as a solid. Starting materials: CN1CC(Oc2ccc(Nc3cc(Br)cn(C)c3=O)nc2)C1, CC(=O)OCc1c(B2OC(C)(C)C(C)(C)O2)cc(F)cc1N1CCn2c(cc3c2CCCC3)C1=O, CC(=O)[O-], CC#N, [K+], [K+], [K+], [Na+], O, O=P([O-])([O-])[O-]. Product: CC(=O)OCc1c(-c2cc(Nc3ccc(OC4CN(C)C4)cn3)c(=O)n(C)c2)cc(F)cc1N1CCn2c(cc3c2CCCC3)C1=O. As a reaction SMILES: [Br:1][c:2]1[cH:3][c:4]([NH:10][c:11]2[n:12][cH:13][c:14]([O:17][CH:18]3[CH2:19][N:20]([CH3:22])[CH2:21]3)[cH:15][cH:16]2)[c:5](=[O:9])[n:6]([CH3:8])[cH:7]1.[C:23]([CH3:24])(=[O:25])[O:26][CH2:27][c:28]1[c:29]([B:49]2[O:50][C:51]([CH3:52])([CH3:53])[C:54]([CH3:55])([CH3:56])[O:57]2)[cH:30][c:31]([F:48])[cH:32][c:33]1[N:34]1[C:35](=[O:47])[c:36]2[n:37]([c:38]3[c:43]([cH:44]2)[CH2:42][CH2:41][CH2:40][CH2:39]3)[CH2:45][CH2:46]1.[C:66]([O-:67])(=[O:68])[CH3:69].[CH3:71][C:72]#[N:73].[K+:63].[K+:64].[K+:65].[Na+:70].[OH2:74].[P:58]([O-:59])([O-:60])([O-:61])=[O:62]>>[c:2]1(-[c:29]2[c:28]([CH2:27][O:26][C:23]([CH3:24])=[O:25])[c:33]([N:34]3[C:35](=[O:47])[c:36]4[n:37]([c:38]5[c:43]([cH:44]4)[CH2:42][CH2:41][CH2:40][CH2:39]5)[CH2:45][CH2:46]3)[cH:32][c:31]([F:48])[cH:30]2)[cH:3][c:4]([NH:10][c:11]2[n:12][cH:13][c:14]([O:17][CH:18]3[CH2:19][N:20]([CH3:22])[CH2:21]3)[cH:15][cH:16]2)[c:5](=[O:9])[n:6]([CH3:8])[cH:7]1. The reactants are Brc1cccc2[nH]ncc12, C1COCCO1, CC(=O)Nc1nc2ccc(B3OC(C)(C)C(C)(C)O3)cc2s1, [Na+], [Na+], O=C([O-])[O-], c1ccc(P(c2ccccc2)(c2ccccc2)[Pd](P(c2ccccc2)(c2ccccc2)c2ccccc2)(P(c2ccccc2)(c2ccccc2)c2ccccc2)P(c2ccccc2)(c2ccccc2)c2ccccc2)cc1. The product is CC(=O)Nc1nc2ccc(-c3cccc4[nH]ncc34)cc2s1. Reaction SMILES: [Br:1][c:2]1[c:3]2[cH:4][n:5][nH:6][c:7]2[cH:8][cH:9][cH:10]1.[CH2:39]1[O:40][CH2:41][CH2:42][O:43][CH2:44]1.[CH3:11][C:12]1([CH3:13])[C:14]([CH3:15])([CH3:16])[O:17][B:18]([c:19]2[cH:20][c:21]3[c:22]([n:23][c:24]([NH:26][C:27]([CH3:28])=[O:29])[s:25]3)[cH:30][cH:31]2)[O:32]1.[Na+:33].[Na+:34].[O-:35][C:36](=[O:37])[O-:38].[cH:45]1[cH:46][cH:47][c:48]([P:49]([Pd:50]([P:51]([c:52]2[cH:53][cH:54][cH:55][cH:56][cH:57]2)([c:58]2[cH:59][cH:60][cH:61][cH:62][cH:63]2)[c:64]2[cH:65][cH:66][cH:67][cH:68][cH:69]2)([P:70]([c:71]2[cH:72][cH:73][cH:74][cH:75][cH:76]2)([c:77]2[cH:78][cH:79][cH:80][cH:81][cH:82]2)[c:83]2[cH:84][cH:85][cH:86][cH:87][cH:88]2)[P:89]([c:90]2[cH:91][cH:92][cH:93][cH:94][cH:95]2)([c:96]2[cH:97][cH:98][cH:99][cH:100][cH:101]2)[c:102]2[cH:103][cH:104][cH:105][cH:106][cH:107]2)([c:108]2[cH:109][cH:110][cH:111][cH:112][cH:113]2)[c:114]2[cH:115][cH:116][cH:117][cH:118][cH:119]2)[cH:120][cH:121]1>>[c:2]1(-[c:19]2[cH:20][c:21]3[c:22]([n:23][c:24]([NH:26][C:27]([CH3:28])=[O:29])[s:25]3)[cH:30][cH:31]2)[c:3]2[cH:4][n:5][nH:6][c:7]2[cH:8][cH:9][cH:10]1.